From a dataset of the Open Reaction Database (ORD), a public repository of structured organic reaction records. describe an organic reaction: reactants, conditions, products, and yield Starting materials: C1=C2C3=C(NC(C2=CC=C1)=O)C(C1=CC=CC=C13)=O (6H-indeno[2,1-c]isoquinoline-5,7-dion), example 16, P(=O)(Cl)(Cl)Cl (phosphorous oxychloride). Run in CN(C=O)C (N,N-dimethylformamide). The product is ClC1=NC2=C(C3=CC=CC=C13)C1=CC=CC=C1C2=O (5-chloro-7H-indeno[2,1-c]isoquinoline-7-on). The yield is 78.7%. As a reaction SMILES: [CH:1]1[CH:10]=[CH:9][CH:8]=[C:7]2[C:2]=1[C:3]1[C:18]3[C:13](=[CH:14][CH:15]=[CH:16][CH:17]=3)[C:12](=[O:19])[C:4]=1[NH:5][C:6]2=O.P(Cl)(Cl)([Cl:22])=O>CN(C)C=O>[Cl:22][C:6]1[C:7]2[C:2](=[CH:1][CH:10]=[CH:9][CH:8]=2)[C:3]2[C:18]3[C:13]([C:12](=[O:19])[C:4]=2[N:5]=1)=[CH:14][CH:15]=[CH:16][CH:17]=3. Procedure details: A mixture of 6H-indeno[2,1-c]isoquinoline-5,7-dion obtained in reference example 16 (26.6 g, 108 mmol) and phosphorous oxychloride (300 ml) was refluxed with heat in the presence of 1 ml of N,N-dimethylformamide for 2 hours. The reaction mixture was distilled to dryness. To the residue was added ice water to obtain a crystal precipitated by filtration. The crystal obtained was washed with water and recrystallized from toluene to give 22.5 g (yield 78.7%) of the title compound. Starting materials: COC(=O)c1cccc(-c2cc(-c3ccc(C)cc3)on2)c1, [Li+], C1COCCO1, [OH-]. Product: Cc1ccc(-c2cc(-c3cccc(C(=O)O)c3)no2)cc1. Reaction SMILES: [CH3:1][O:2][C:3]([c:4]1[cH:5][c:6](-[c:10]2[n:11][o:12][c:13](-[c:15]3[cH:16][cH:17][c:18]([CH3:21])[cH:19][cH:20]3)[cH:14]2)[cH:7][cH:8][cH:9]1)=[O:22].[Li+:23].[O:25]1[CH2:26][CH2:27][O:28][CH2:29][CH2:30]1.[OH-:24]>>[O:2]=[C:3]([c:4]1[cH:5][c:6](-[c:10]2[n:11][o:12][c:13](-[c:15]3[cH:16][cH:17][c:18]([CH3:21])[cH:19][cH:20]3)[cH:14]2)[cH:7][cH:8][cH:9]1)[OH:22]. The reactants are O1CCC(CC1)N (Tetrahydro-2H-pyran-4-amine), C(C1=CC=CC=C1)(C1=CC=CC=C1)N1C(C=C(C=C1)C1=NC(=NC=C1)S(=O)(=O)C)=O (1-benzhydryl-4-(2-(methylsulfonyl)pyrimidin-4-yl)pyridin-2(1H)-one). Run in CC(=O)N(C)C (DMA), O (water). Conditions: temperature 120 celsius. Product: C(C1=CC=CC=C1)(C1=CC=CC=C1)N1C(C=C(C=C1)C1=NC(=NC=C1)NC1CCOCC1)=O (1-benzhydryl-4-(2-((tetrahydro-2H-pyran-4-yl)amino)pyrimidin-4-yl)pyridin-2(1H)-one). Isolated yield 55.2%. Reaction SMILES: [O:1]1[CH2:6][CH2:5][CH:4]([NH2:7])[CH2:3][CH2:2]1.[CH:8]([N:21]1[CH:26]=[CH:25][C:24]([C:27]2[CH:32]=[CH:31][N:30]=[C:29](S(C)(=O)=O)[N:28]=2)=[CH:23][C:22]1=[O:37])([C:15]1[CH:20]=[CH:19][CH:18]=[CH:17][CH:16]=1)[C:9]1[CH:14]=[CH:13][CH:12]=[CH:11][CH:10]=1>CC(N(C)C)=O.O>[CH:8]([N:21]1[CH:26]=[CH:25][C:24]([C:27]2[CH:32]=[CH:31][N:30]=[C:29]([NH:7][CH:4]3[CH2:5][CH2:6][O:1][CH2:2][CH2:3]3)[N:28]=2)=[CH:23][C:22]1=[O:37])([C:9]1[CH:14]=[CH:13][CH:12]=[CH:11][CH:10]=1)[C:15]1[CH:20]=[CH:19][CH:18]=[CH:17][CH:16]=1. Procedure details: Tetrahydro-2H-pyran-4-amine (0.20 g, 2.0 mmol) was added to 1-benzhydryl-4-(2-(methylsulfonyl)pyrimidin-4-yl)pyridin-2(1H)-one (0.12 g, 0.29 mmol) in DMA (3 mL) in a microwave vial. The mixture was heated at 120° C. for 1 hour in a microwave. The reaction mixture was diluted with water and extracted with EtOAc. The EtOAc was washed with water, twice with brine, dried over MgSO4, filtered, and evaporated to yield a crude product (0.09 g) as a film. This was chromatographed on a 10 g Biotage SNAP ... The reactants are N1C=NC(=C1)C1=NC=CC(=C1)C#N (2-(1H-imidazol-4-yl)pyridine-4-carbonitrile), Cl.ClCC(C)N1CCCC1 (1-(2-chloro-1-methylethyl)pyrrolidine hydrogen chloride). Yields the product N1(CCCC1)C(CN1C=NC(=C1)C1=NC=CC(=C1)C#N)C (2-{1-[2-(pyrrolidin-1-yl)propyl]-1H-imidazol-4-yl}pyridine-4-carbonitrile). Reaction SMILES: [NH:1]1[CH:5]=[C:4]([C:6]2[CH:11]=[C:10]([C:12]#[N:13])[CH:9]=[CH:8][N:7]=2)[N:3]=[CH:2]1.Cl.Cl[CH2:16][CH:17]([N:19]1[CH2:23][CH2:22][CH2:21][CH2:20]1)[CH3:18]>>[N:19]1([CH:17]([CH3:18])[CH2:16][N:1]2[CH:5]=[C:4]([C:6]3[CH:11]=[C:10]([C:12]#[N:13])[CH:9]=[CH:8][N:7]=3)[N:3]=[CH:2]2)[CH2:23][CH2:22][CH2:21][CH2:20]1 |f:1.2|. Reported procedure: The title compound was prepared from 2-(1H-imidazol-4-yl)pyridine-4-carbonitrile and 1-(2-chloro-1-methylethyl)pyrrolidine hydrogen chloride according to the procedure for the preparation of Example 43, part A (heating to 120°). [M+H] Calc'd for C16H19N5, 282. Found, 282. Starting materials: C(C)(C)(C)OC(NC(C(=O)N1C(CN(CC1)C(CC1=CC2=CC=CC=C2C=C1)C(N)=O)CC)CC1=CC=C(C=C1)F)=O ([2-[4-(1-carbamoyl-2-naphthalen-2-yl-ethyl)-2-ethyl-piperazin-1-yl]-1-(4-fluorobenzyl)-2-oxo-ethyl]-carbamic acid tert-butyl ester), ClCCCl (1,2-dichloroethane). The solvent is Cl (HCl), O1CCOCC1 (dioxane). Reaction conditions: time 60 minute. Yields the product Cl.NC(C(=O)N1C(CN(CC1)C(C(=O)N)CC1=CC2=CC=CC=C2C=C1)CC)CC1=CC=C(C=C1)F (2-{4-[2-Amino-3-(4-fluorophenyl)-propionyl]-3-ethyl-piperazin-1-yl}-3-naphthalen-2-yl-propionamide HCl). RXN SMILES: C(OC(=O)[NH:7][CH:8]([CH2:34][C:35]1[CH:40]=[CH:39][C:38]([F:41])=[CH:37][CH:36]=1)[C:9]([N:11]1[CH2:16][CH2:15][N:14]([CH:17]([C:29](=[O:31])[NH2:30])[CH2:18][C:19]2[CH:28]=[CH:27][C:26]3[C:21](=[CH:22][CH:23]=[CH:24][CH:25]=3)[CH:20]=2)[CH2:13][CH:12]1[CH2:32][CH3:33])=[O:10])(C)(C)C.[Cl:43]CCCl>Cl.O1CCOCC1>[ClH:43].[NH2:7][CH:8]([CH2:34][C:35]1[CH:40]=[CH:39][C:38]([F:41])=[CH:37][CH:36]=1)[C:9]([N:11]1[CH2:16][CH2:15][N:14]([CH:17]([CH2:18][C:19]2[CH:28]=[CH:27][C:26]3[C:21](=[CH:22][CH:23]=[CH:24][CH:25]=3)[CH:20]=2)[C:29]([NH2:30])=[O:31])[CH2:13][CH:12]1[CH2:32][CH3:33])=[O:10] |f:4.5|. Procedure: [2-[4-(1-carbamoyl-2-naphthalen-2-yl-ethyl)-2-ethyl-piperazin-1-yl]-1-(4-fluorobenzyl)-2-oxo-ethyl]-carbamic acid tert-butyl ester, 37, (0.26 g, 0.5 mmol) is dissolved in 4M HCl in dioxane (7 mL). The reaction mixture is stirred for 60 minutes, then 1,2-dichloroethane (7 mL) is added. The solution is concentrated in vacuo to afford 0.24 g (quantitative yield) of the desired product. The reactants are COC1=CC=C(C=C1)CCN1CCC2(OCCO2)CCC1 (8-[2-(4-methoxyphenyl)ethyl]-1,4-dioxa-8-azaspiro[4.6]undecane), C(=O)([O-])[O-].[K+].[K+] (K2CO3). Run in Cl (HCl), C1CCOC1 (THF). Reaction conditions: temperature 60 celsius, time 1 hour. The product is COC1=CC=C(C=C1)CCN1CCC(CCC1)=O (hexahydro-1-[2-(4-methoxyphenyl)ethyl]-4H-azepin-4-one). The yield is 93.2%. RXN SMILES: [CH3:1][O:2][C:3]1[CH:8]=[CH:7][C:6]([CH2:9][CH2:10][N:11]2[CH2:21][CH2:20][CH2:19][C:14]3(OCC[O:15]3)[CH2:13][CH2:12]2)=[CH:5][CH:4]=1.C([O-])([O-])=O.[K+].[K+]>Cl.C1COCC1>[CH3:1][O:2][C:3]1[CH:4]=[CH:5][C:6]([CH2:9][CH2:10][N:11]2[CH2:21][CH2:20][CH2:19][C:14](=[O:15])[CH2:13][CH2:12]2)=[CH:7][CH:8]=1 |f:1.2.3|. Procedure details: A mixture of intermediate (6) (0.098 mol) in HCl (3 N, 300 ml) and THF (300 ml) was stirred at 60° C. for 1 hour. The mixture was basified with solid K2CO3 and extracted with ethyl acetate. The organic layer was separated, dried, filtered and the solvent was evaporated, yielding 22.6 g of hexahydro-1-[2-(4-methoxyphenyl)ethyl]-4H-azepin-4-one (intermediate 7). Reactants: C1NCC12CN(C2)C(=O)OC(C)(C)C (tert-butyl 2,6-diazaspiro[3,3]heptane-6-carboxylate), C([O-])([O-])=O.[Cs+].[Cs+] (cesium carbonate), ClC1=NC=CC=N1 (2-chloropyrimidine), CN(C)C=O (DMF). Run in O (water), CCOC(=O)C (EtOAc). Run at temperature 102.5 celsius. The product is N1=C(N=CC=C1)N1CC2(C1)CN(C2)C(=O)OC(C)(C)C (tert-butyl 2-pyrimidin-2-yl-2,6-diazaspiro[3.3]heptane-6-carboxylate). RXN SMILES: [CH2:1]1[C:4]2([CH2:7][N:6]([C:8]([O:10][C:11]([CH3:14])([CH3:13])[CH3:12])=[O:9])[CH2:5]2)[CH2:3][NH:2]1.C(=O)([O-])[O-].[Cs+].[Cs+].Cl[C:22]1[N:27]=[CH:26][CH:25]=[CH:24][N:23]=1.CN(C=O)C>O.CCOC(C)=O>[N:23]1[CH:24]=[CH:25][CH:26]=[N:27][C:22]=1[N:2]1[CH2:3][C:4]2([CH2:7][N:6]([C:8]([O:10][C:11]([CH3:14])([CH3:13])[CH3:12])=[O:9])[CH2:5]2)[CH2:1]1 |f:1.2.3|. Reported procedure: A 2 L round-bottom flask was charged with tert-butyl 2,6-diazaspiro[3,3]heptane-6-carboxylate (64.3 g, 0.32 mol), cesium carbonate (317.0 g, 0.97 mol), 2-chloropyrimidine (45.5 g, 0.4 mol), and DMF (759.0 mL). The reaction mixture was heated to 100-105° C. for 20 min. The reaction mixture was cooled to ambient temperature, diluted with water (759.0 mL) and EtOAc (759.0 mL). The organic layer was washed with water (2×500.0 mL) and brine (500.0 mL). The organic layer was dried over sodium sulfate ...